Dataset: the Open Reaction Database (ORD), a public repository of structured organic reaction records. Task: describe an organic reaction: reactants, conditions, products, and yield The reactants are C1(=CC=CC=C1)N=C=O (phenylisocyanate), C(C=C)N (allyl amine). Run in C1=CC=CC=C1 (benzene), C1=CC=CC=C1 (benzene). Reaction conditions: time 8 hour. Product: C1(=CC=CC=C1)NC(=O)NCC=C (1-phenyl-3-allyl urea). Isolated yield 81.1%. As a reaction SMILES: [C:1]1([N:7]=[C:8]=[O:9])[CH:6]=[CH:5][CH:4]=[CH:3][CH:2]=1.[CH2:10]([NH2:13])[CH:11]=[CH2:12]>C1C=CC=CC=1>[C:1]1([NH:7][C:8]([NH:13][CH2:10][CH:11]=[CH2:12])=[O:9])[CH:6]=[CH:5][CH:4]=[CH:3][CH:2]=1. Procedure: A solution of 100 g (0.84 mole) phenylisocyanate in 50 ml of benzene was added dropwise over a period of 30 minutes to a stirring solution of 60 g (1.05 mole) allyl amine in 2 liters of benzene. The mixture was stirred overnight and suction filtered yielding 120 g (95% yield) of 1-phenyl-3-allyl urea with a melting point of 112°-113°. This material was also characterized by IR and nmr analysis. Starting materials: N1(CCCC1)CCN1N=CC2=CC=C(C=C12)N (1-(2-pyrrolidin-1-yl-ethyl)-1H-indazol-6-ylamine), O(C1=CC=CC=C1)C1=C(C=NC=C1)C=CC(=O)O (3-(4-phenoxy-pyridin-3-yl)-acrylic acid). Yields the product O(C1=CC=CC=C1)C1=C(C=NC=C1)/C=C/C(=O)NC1=CC=C2C=NN(C2=C1)CCN1CCCC1 ((2E)-3-(4-phenoxypyridin-3-yl)-N-[1-(2-pyrrolidin-1-ylethyl)-1H-indazol-6-yl]acrylamide). Reaction SMILES: [N:1]1([CH2:6][CH2:7][N:8]2[C:16]3[C:11](=[CH:12][CH:13]=[C:14]([NH2:17])[CH:15]=3)[CH:10]=[N:9]2)[CH2:5][CH2:4][CH2:3][CH2:2]1.[O:18]([C:25]1[CH:30]=[CH:29][N:28]=[CH:27][C:26]=1[CH:31]=[CH:32][C:33](O)=[O:34])[C:19]1[CH:24]=[CH:23][CH:22]=[CH:21][CH:20]=1>>[O:18]([C:25]1[CH:30]=[CH:29][N:28]=[CH:27][C:26]=1/[CH:31]=[CH:32]/[C:33]([NH:17][C:14]1[CH:15]=[C:16]2[C:11]([CH:10]=[N:9][N:8]2[CH2:7][CH2:6][N:1]2[CH2:5][CH2:4][CH2:3][CH2:2]2)=[CH:12][CH:13]=1)=[O:34])[C:19]1[CH:20]=[CH:21][CH:22]=[CH:23][CH:24]=1. Reported procedure: According to the procedure for Example 49, 1-(2-pyrrolidin-1-yl-ethyl)-1H-indazol-6-ylamine and 3-(4-phenoxy-pyridin-3-yl)-acrylic acid were processed to provide the title compound. MS (DCI/NH3) MS m/z 454 (M+H)+; 1H NMR (500 MHz, DMSO-d6) δ ppm 1.84 (m, 2 H), 2.01 (m, 2 H), 3.07 (m, 2 H), 3.54 (m, 2 H), 3.73 (m, 2 H), 4.71 (t, J=6.08 Hz, 2 H), 6.88 (m, 1 H), 7.20 (m, 5 H), 7.45 (m, 2 H), 7.62 (m, 1 H), 7.75 (m, 1 H), 8.13 (m, 2 H), 8.40 (m, 2 H), 9.62 (br s, N H).